This data is from the Open Reaction Database (ORD), a public repository of structured organic reaction records. The task is: describe an organic reaction: reactants, conditions, products, and yield Starting materials: N1=CC=CC=C1 (pyridine), C(CC(O)(C(=O)O)CC(=O)O)(=O)O (citric acid), NC1(C2=C(N(N1)C1=CC=CC=C1)C1=C(SC2)C=CC=C1)C(C(C(=O)NC1=CC=CC=C1)C#N)=O (3-(3-Amino-1,4-dihydro-1-phenyl-[1]-benzothiopyrano[4,3-c]pyrazol-3-yl)-2-cyano-3-oxo-N-phenyl-propanamide), CN(C=O)C (dimethylformamide), ethyl oxalyl chloride. Solvent: ice water. Reaction conditions: time 6 hour. Yields the product C(#N)C(C(=O)NC1=CC=CC=C1)C(=O)C=1C2=C(N(N1)C1=CC=CC=C1)C1=C(SC2)C=CC(=C1)NC(=O)C(=O)OCC (2-cyano-3-(8-ethoxalylamino-1,4-dihydro-1-phenyl-[1]-benzothiopyrano[4,3-c]pyrazol-3-yl)-3-oxo-N-phenyl-propanamide). As a reaction SMILES: N[C:2]1([C:21](=[O:34])[CH:22]([C:32]#[N:33])[C:23]([NH:25][C:26]2[CH:31]=[CH:30][CH:29]=[CH:28][CH:27]=2)=[O:24])[NH:6][N:5]([C:7]2[CH:12]=[CH:11][CH:10]=[CH:9][CH:8]=2)[C:4]2[C:13]3[CH:20]=[CH:19][CH:18]=[CH:17][C:14]=3[S:15][CH2:16][C:3]1=2.N1C=CC=[CH:37][CH:36]=1.C(O)(=O)C[C:43](CC(O)=O)([C:45]([OH:47])=[O:46])[OH:44].C[N:55](C)C=O>>[C:32]([CH:22]([C:21]([C:2]1[C:3]2[CH2:16][S:15][C:14]3[CH:17]=[CH:18][C:19]([NH:55][C:43]([C:45]([O:47][CH2:36][CH3:37])=[O:46])=[O:44])=[CH:20][C:13]=3[C:4]=2[N:5]([C:7]2[CH:12]=[CH:11][CH:10]=[CH:9][CH:8]=2)[N:6]=1)=[O:34])[C:23]([NH:25][C:26]1[CH:31]=[CH:30][CH:29]=[CH:28][CH:27]=1)=[O:24])#[N:33]. Reported procedure: 3-(3-Amino-1,4-dihydro-1-phenyl-[1]-benzothiopyrano[4,3-c]pyrazol-3-yl)-2-cyano-3-oxo-N-phenyl-propanamide (1.2 g) dissolved in anhydrous dimethylformamide (70 ml) containing pyridine (1 ml) is reacted with ethyl oxalyl chloride (0.7 g) under stirring at room temperature for 6 hours. The reaction mixture is diluted with ice water and acidified to pH 4 with citric acid. The precipitate is filtered and washed with water. Crystallization from CHCl3 /ethanol yields 1.2 g of 2-cyano-3-(8-ethoxalylami... Reactants: C[O-], CO, COC(=O)c1cc(-c2ccccn2)n(-c2ccc(Cl)nn2)n1, Cl, [Na+], O. Product: COC(=O)c1cc(-c2ccccn2)n(-c2ccc(OC)nn2)n1. As a reaction SMILES: [CH3:1][O-:2].[CH3:28][OH:29].[CH3:4][O:5][C:6](=[O:7])[c:8]1[n:9][n:10](-[c:19]2[n:20][n:21][c:22]([Cl:25])[cH:23][cH:24]2)[c:11](-[c:13]2[n:14][cH:15][cH:16][cH:17][cH:18]2)[cH:12]1.[ClH:26].[Na+:3].[OH2:27]>>[CH3:1][O:2][c:22]1[n:21][n:20][c:19](-[n:10]2[n:9][c:8]([C:6]([O:5][CH3:4])=[O:7])[cH:12][c:11]2-[c:13]2[n:14][cH:15][cH:16][cH:17][cH:18]2)[cH:24][cH:23]1.